Dataset: the Open Reaction Database (ORD), a public repository of structured organic reaction records. Task: describe an organic reaction: reactants, conditions, products, and yield Run at temperature 90 celsius. Starting materials: CC1(SCCN1C(NC1=CC(=CC(=C1)Cl)Cl)=O)C(=O)O (2-methyl-3-(3,5-dichlorophenylcarbamoyl)thiazolidine-2-carboxylic acid), C(C)(=O)[O-].[Na+] (sodium acetate). Product: CC12SCCN1C(N(C2=O)C2=CC(=CC(=C2)Cl)Cl)=O (7a-methyl-6-(3,5-dichlorophenyl)perhydroimidazo[5,1-b]thiazole-5,7-dion). Solvent: C(C)(=O)OC(C)=O (acetic anhydride). Procedure details: 5.0 g of the thus obtained 2-methyl-3-(3,5-dichlorophenylcarbamoyl)thiazolidine-2-carboxylic acid and 5 mg of sodium acetate were added to 30 ml of acetic anhydride and heated at 90° C. for 2 hours. The reaction mixture was concentrated under reduced pressure, to which was added water. The resultant crystals were recrystallized from a mixed solvent of ethyl acetate and n-hexane to give 3.92 g of 7a-methyl-6-(3,5-dichlorophenyl)perhydroimidazo[5,1-b]thiazole-5,7-dion (Compound No. 3). The results... As a reaction SMILES: [CH3:1][C:2]1([C:18]([OH:20])=O)[N:6]([C:7](=[O:17])[NH:8][C:9]2[CH:14]=[C:13]([Cl:15])[CH:12]=[C:11]([Cl:16])[CH:10]=2)[CH2:5][CH2:4][S:3]1.C([O-])(=O)C.[Na+]>C(OC(=O)C)(=O)C>[CH3:1][C:2]12[C:18](=[O:20])[N:8]([C:9]3[CH:10]=[C:11]([Cl:16])[CH:12]=[C:13]([Cl:15])[CH:14]=3)[C:7](=[O:17])[N:6]1[CH2:5][CH2:4][S:3]2 |f:1.2|. The reactants are C(C)(C)(C)OC(N(CC#C)CC1=C(C=CC=C1)N=[N+]=[N-])=O ((2-azido-benzyl)-prop-2-ynyl-carbamic acid tert-butyl ester). The solvent is C1(=CC=CC=C1)C (Toluene). Reaction conditions: temperature 100 celsius. Yields the product C(C)(C)(C)OC(=O)N1CC2=C(N3N=NC=C3C1)C=CC=C2 (4H,6H-1,2,5,10b-tetraaza-benzo[e]azulene-5-carboxylic acid tert-butyl ester). The yield is 94.5%. As a reaction SMILES: [C:1]([O:5][C:6](=[O:21])[N:7]([CH2:11][C:12]1[CH:17]=[CH:16][CH:15]=[CH:14][C:13]=1[N:18]=[N+:19]=[N-:20])[CH2:8][C:9]#[CH:10])([CH3:4])([CH3:3])[CH3:2]>C1(C)C=CC=CC=1>[C:1]([O:5][C:6]([N:7]1[CH2:8][C:9]2[N:18]([N:19]=[N:20][CH:10]=2)[C:13]2[CH:14]=[CH:15][CH:16]=[CH:17][C:12]=2[CH2:11]1)=[O:21])([CH3:4])([CH3:2])[CH3:3]. Reported procedure: Toluene (3 mL) was added to (2-azido-benzyl)-prop-2-ynyl-carbamic acid tert-butyl ester (100 mg, 0.34 mmol) and the resulting mixture was heated at 100° C. overnight. When the reaction was complete as confirmed by TLC, solvent was removed in vacuo to afford 4H,6H-1,2,5,10b-tetraaza-benzo[e]azulene-5-carboxylic acid tert-butyl ester (92 mg, 92%) which was used as such without any further purification for the next step. ESIMS (m/z): 309.4 (M+Na), 287.1 (M+1). The reactants are CCOCC, O=C(Cl)c1ccc(Cl)cc1, Cl, [Na+], [OH-], O, NCCCCOc1ccc(-n2ccnc2)cc1. Yields the product O=C(NCCCCOc1ccc(-n2ccnc2)cc1)c1ccc(Cl)cc1. RXN SMILES: [CH3:32][CH2:33][O:34][CH2:35][CH3:36].[Cl:21][C:22](=[O:23])[c:24]1[cH:25][cH:26][c:27]([Cl:28])[cH:29][cH:30]1.[ClH:1].[Na+:20].[OH-:19].[OH2:31].[n:2]1(-[c:7]2[cH:8][cH:9][c:10]([O:11][CH2:12][CH2:13][CH2:14][CH2:15][NH2:16])[cH:17][cH:18]2)[cH:3][n:4][cH:5][cH:6]1>>[n:2]1(-[c:7]2[cH:8][cH:9][c:10]([O:11][CH2:12][CH2:13][CH2:14][CH2:15][NH:16][C:22](=[O:23])[c:24]3[cH:25][cH:26][c:27]([Cl:28])[cH:29][cH:30]3)[cH:17][cH:18]2)[cH:3][n:4][cH:5][cH:6]1. Reactants: C1OC=2C=C3CCNC(C3=CC2O1)=O (6,7-methylenedioxy-1-oxo-1,2,3,4-tetrahydroisoquinoline), COC1=CC=C(C=C1)CCN1CC(CCCC1)CCl (N-[2-(4-methoxy-phenyl)-ethyl]-3-chloromethylhexahydro-azepine). Product: Cl.COC1=CC=C(C=C1)CCN1CC(CCCC1)CN1C(C2=CC3=C(C=C2CC1)OCO3)=O (2-[(N-(2-(4-Methoxy-phenyl)-ethyl)-hexahydro-azepin-3-yl)methyl]-6,7-methylenedioxy-1-oxo-1,2,3,4-tetrahydro-isoquinolinehydrochloride). RXN SMILES: [CH2:1]1[O:13][C:12]2[CH:11]=[C:10]3[C:5]([CH2:6][CH2:7][NH:8][C:9]3=[O:14])=[CH:4][C:3]=2[O:2]1.[CH3:15][O:16][C:17]1[CH:22]=[CH:21][C:20]([CH2:23][CH2:24][N:25]2[CH2:31][CH2:30][CH2:29][CH2:28][CH:27]([CH2:32][Cl:33])[CH2:26]2)=[CH:19][CH:18]=1>>[ClH:33].[CH3:15][O:16][C:17]1[CH:18]=[CH:19][C:20]([CH2:23][CH2:24][N:25]2[CH2:31][CH2:30][CH2:29][CH2:28][CH:27]([CH2:32][N:8]3[CH2:7][CH2:6][C:5]4[C:10](=[CH:11][C:12]5[O:13][CH2:1][O:2][C:3]=5[CH:4]=4)[C:9]3=[O:14])[CH2:26]2)=[CH:21][CH:22]=1 |f:2.3|. Procedure: Prepared from 6,7-methylenedioxy-1-oxo-1,2,3,4-tetrahydroisoquinoline and N-[2-(4-methoxy-phenyl)-ethyl]-3-chloromethylhexahydro-azepine analogously to Example 2. The reactants are C(C)OC(=O)N1CCC(CC1)C1=CNC2=CC=C(C=C12)OC (4-(5-methoxy-1H-indol-3-yl)-piperidine-1-carboxylic acid ethyl ester), CS(=O)(=O)OCCC1=CSC=C1 (2-thiophen-3-yl-ethyl methanesulfonate). Reaction conditions: time 18 hour. The product is C(C)OC(=O)N1CCC(CC1)C1=CN(C2=CC=C(C=C12)OC)CCC1=CSC=C1 (4-[5-methoxy-1-(2-thiophen-3-yl-ethyl)-1H-indol-3-yl]-piperidine-1-carboxylic acid ethyl ester). Yield: 56.8%. RXN SMILES: [CH2:1]([O:3][C:4]([N:6]1[CH2:11][CH2:10][CH:9]([C:12]2[C:20]3[C:15](=[CH:16][CH:17]=[C:18]([O:21][CH3:22])[CH:19]=3)[NH:14][CH:13]=2)[CH2:8][CH2:7]1)=[O:5])[CH3:2].CS(O[CH2:28][CH2:29][C:30]1[CH:34]=[CH:33][S:32][CH:31]=1)(=O)=O>>[CH2:1]([O:3][C:4]([N:6]1[CH2:11][CH2:10][CH:9]([C:12]2[C:20]3[C:15](=[CH:16][CH:17]=[C:18]([O:21][CH3:22])[CH:19]=3)[N:14]([CH2:28][CH2:29][C:30]3[CH:34]=[CH:33][S:32][CH:31]=3)[CH:13]=2)[CH2:8][CH2:7]1)=[O:5])[CH3:2]. Reported procedure: This compound was prepared following the procedure described in example 13 (part B) starting with 8.7 g (28.6 mmol) of 4-(5-methoxy-1H-indol-3-yl)-piperidine-1-carboxylic acid ethyl ester and 6.9 g (33.4 mmol) of 2-thiophen-3-yl-ethyl methanesulfonate. The reaction mixture was stirred at room temperature for 18 hours. After standard work-up, 6.7 g (57% of yield) of 4-[5-methoxy-1-(2-thiophen-3-yl-ethyl)-1H-indol-3-yl]-piperidine-1-carboxylic acid ethyl ester were obtained. Starting materials: OC=1C=C(C=CC1)C1=NC(=C2N=CN(C2=N1)CC(=O)O)N1CCOCC1 (2-(2-(3-hydroxyphenyl)-6-morpholino-9H-purin-9-yl)acetic acid), CN (methylamine), ClC1=NC(=C2N=CNC2=N1)N1CCOCC1 (4-(2-Chloro-9H-purin-6-yl)morpholine), BrCC(=O)OC (methyl 2-bromoacetate), ClC1=NC(=C2N=CN(C2=N1)CC(=O)OC)N1CCOCC1 (Methyl 2-(2-chloro-6-morpholino-9H-purin-9-yl)acetate), C(OC1=C(C(=CC=C1)B1OC(C(O1)(C)C)(C)C)C(C)(C)C)([O-])=O (tert-butyl-3-(4,4,5,5-tetramethyl-1,3,2-dioxaborolan-2-yl)phenyl carbonate). Product: OC=1C=C(C=CC1)C1=NC(=C2N=CN(C2=N1)CC(=O)NC)N1CCOCC1 (2-(2-(3-hydroxyphenyl)-6-morpholino-9H-purin-9-yl)-N-methylacetamide). Yield: 10.8%. As a reaction SMILES: Cl[C:2]1N=C2C(N=CN2)=C(N2CCOCC2)[N:3]=1.BrCC(OC)=O.ClC1N=C2C(N=CN2CC(OC)=O)=C(N2CCOCC2)N=1.C(=O)([O-])OC1C=CC=C(B2OC(C)(C)C(C)(C)O2)C=1C(C)(C)C.[OH:67][C:68]1[CH:69]=[C:70]([C:74]2[N:82]=[C:81]3[C:77]([N:78]=[CH:79][N:80]3[CH2:83][C:84](O)=[O:85])=[C:76]([N:87]3[CH2:92][CH2:91][O:90][CH2:89][CH2:88]3)[N:75]=2)[CH:71]=[CH:72][CH:73]=1.CN>>[OH:67][C:68]1[CH:69]=[C:70]([C:74]2[N:82]=[C:81]3[C:77]([N:78]=[CH:79][N:80]3[CH2:83][C:84]([NH:3][CH3:2])=[O:85])=[C:76]([N:87]3[CH2:92][CH2:91][O:90][CH2:89][CH2:88]3)[N:75]=2)[CH:71]=[CH:72][CH:73]=1. Procedure details: 4-(2-Chloro-9H-purin-6-yl)morpholine (75 mg) was reacted with methyl 2-bromoacetate via General Procedure C. Methyl 2-(2-chloro-6-morpholino-9H-purin-9-yl)acetate was reacted with 150 mg tert-butyl-3-(4,4,5,5-tetramethyl-1,3,2-dioxaborolan-2-yl)phenyl carbonate via General Procedure A. Crude 2-(2-(3-hydroxyphenyl)-6-morpholino-9H-purin-9-yl)acetic acid (50 mg) was reacted with methylamine via General Procedure F and purified via reverse phase HPLC to give 5.6 mg of 140 as a white solid. MS (Q1) ...